This data is from the Open Reaction Database (ORD), a public repository of structured organic reaction records. The task is: describe an organic reaction: reactants, conditions, products, and yield Starting materials: CC=1C(=CC=2C(CCC(C2C1)(C)C)(C)C)/C(=C/C1=CC=C(S1)C(=O)O)/C (5-[(E)-2-(5,6,7,8-tetrahydro-3,5,5,8,8-pentamethylnaphthalen-2-yl)propen-1-yl]-2-thiophenecarboxylic acid), Compound 21, C1(CCCCC1)N=C=NC1CCCCC1 (1,3-dicyclohexylcarbodiimide). The reagents and catalysts are CN(C1=CC=NC=C1)C (4-dimethylaminopyridine). The solvent is C(Cl)Cl (methylene chloride). Run at time 16 hour. Yields the product CC=1C(=CC=2C(CCC(C2C1)(C)C)(C)C)/C(=C/C1=CC=C(S1)C(=O)OCC)/C (Ethyl 5-[(E)-2-(5,6,7,8-tetrahydro-3,5,5,8,8-pentamethylnaphthalen-2-yl)propen-1-yl]-2-thiophenecarboxylate). Reaction SMILES: [CH3:1][C:2]1[C:3](/[C:16](/[CH3:26])=[CH:17]/[C:18]2[S:22][C:21]([C:23]([OH:25])=[O:24])=[CH:20][CH:19]=2)=[CH:4][C:5]2[C:6]([CH3:15])([CH3:14])[CH2:7][CH2:8][C:9]([CH3:13])([CH3:12])[C:10]=2[CH:11]=1.[CH:27]1(N=C=NC2CCCCC2)CCCC[CH2:28]1>CN(C)C1C=CN=CC=1.C(Cl)Cl>[CH3:1][C:2]1[C:3](/[C:16](/[CH3:26])=[CH:17]/[C:18]2[S:22][C:21]([C:23]([O:25][CH2:27][CH3:28])=[O:24])=[CH:20][CH:19]=2)=[CH:4][C:5]2[C:6]([CH3:15])([CH3:14])[CH2:7][CH2:8][C:9]([CH3:12])([CH3:13])[C:10]=2[CH:11]=1. Procedure: A suspension of 0.161 g (0.437 mmol) of 5-[(E)-2-(5,6,7,8-tetrahydro-3,5,5,8,8-pentamethylnaphthalen-2-yl)propen-1-yl]-2-thiophenecarboxylic acid, (Compound 21, 0.03 g, 0.655 mmol) in ETCH, 0.099 g (0.48 mmol) of 1,3-dicyclohexylcarbodiimide, and 5.3 mg (0.044 mmol) of 4-dimethylaminopyridine in 10 mL of methylene chloride was stirred at room temperature for 16 hours. The reaction mixture was filtered and the filtrate washed with water and brine. The organic layers were combined and dried (MgSO4... Reactants: ClCCl, CC(C)(C)OC(=O)N1CCC(Oc2ccc(OC(F)(F)F)cc2)CC1, O=C(O)C(F)(F)F. Product: FC(F)(F)Oc1ccc(OC2CCNCC2)cc1. As a reaction SMILES: [CH2:33]([Cl:34])[Cl:35].[F:1][C:2]([O:3][c:4]1[cH:5][cH:6][c:7]([O:8][CH:9]2[CH2:10][CH2:11][N:12]([C:15]([O:16][C:17]([CH3:18])([CH3:19])[CH3:20])=[O:21])[CH2:13][CH2:14]2)[cH:22][cH:23]1)([F:24])[F:25].[OH:26][C:27]([C:28]([F:29])([F:30])[F:31])=[O:32]>>[F:1][C:2]([O:3][c:4]1[cH:5][cH:6][c:7]([O:8][CH:9]2[CH2:10][CH2:11][NH:12][CH2:13][CH2:14]2)[cH:22][cH:23]1)([F:24])[F:25]. Reactants: C(CCCCCCCCC)[Si](CCCI)(C)C (n-decyl-dimethyl-(3-iodopropyl)-silane), C(CC(=O)OC)(=O)OC (dimethyl malonate), [H-].[Na+] (sodium hydride), [H][H] (hydrogen). Reaction SMILES: [H-].[Na+].[CH2:3]([Si:13]([CH3:19])([CH3:18])[CH2:14][CH2:15][CH2:16]I)[CH2:4][CH2:5][CH2:6][CH2:7][CH2:8][CH2:9][CH2:10][CH2:11][CH3:12].[C:20]([O:27][CH3:28])(=[O:26])[CH2:21][C:22]([O:24][CH3:25])=[O:23].[H][H]>CN(C)C=O.O.C(O)(=O)C>[CH3:25][O:24][C:22](=[O:23])[CH:21]([C:20]([O:27][CH3:28])=[O:26])[CH2:16][CH2:15][CH2:14][Si:13]([CH3:19])([CH3:18])[CH2:3][CH2:4][CH2:5][CH2:6][CH2:7][CH2:8][CH2:9][CH2:10][CH2:11][CH3:12] |f:0.1|. Yields the product COC(C(CCC[Si](CCCCCCCCCC)(C)C)C(=O)OC)=O (Methyl-2-methoxycarbonyl-6,6-dimethyl-6-sila-n-hexadecanoate). The solvent is CN(C=O)C (dimethylformamide), petroleum ether, petroleum ether, O (water), C(C)(=O)O (acetic acid). Reported procedure: To a reaction vessel system filled with nitrogen, 964 mg (24.5 mmole) of 61.1% sodium hydride in mineral oil is added, which is washed free of the oil by employing 3 portions of petroleum ether/hexane (1:1). The thus-washed sodium hydride is then suspended in 20 ml of fresh hexane and added in several portions to 8.1 g (22.0 mmoles) of n-decyl-dimethyl-(3-iodopropyl)-silane plus 3.6 g (27.3 mmole) of dimethyl malonate in 25 ml of dry dimethylformamide plus 25 ml of dry petroleum ether, with stir... Conditions: time 1 hour. RXN SMILES: [Br:1][c:2]1[cH:3][n:4][c:5]([S:7](=[O:8])(=[O:9])[c:10]2[cH:11][cH:12][c:13]([O:16][CH3:17])[cH:14][cH:15]2)[s:6]1.[CH2:46]1[O:47][CH2:48][CH2:49][O:50][CH2:51]1.[CH3:18][C:19]1([CH3:20])[C:21]([CH3:22])([CH3:23])[O:24][B:25]([c:26]2[cH:27][c:28]3[c:29]([n:30][c:31]([NH:33][C:34]([CH3:35])=[O:36])[s:32]3)[cH:37][cH:38]2)[O:39]1.[Na+:40].[Na+:41].[O-:42][C:43](=[O:44])[O-:45].[cH:52]1[cH:53][cH:54][c:55]([P:56]([Pd:57]([P:58]([c:59]2[cH:60][cH:61][cH:62][cH:63][cH:64]2)([c:65]2[cH:66][cH:67][cH:68][cH:69][cH:70]2)[c:71]2[cH:72][cH:73][cH:74][cH:75][cH:76]2)([P:77]([c:78]2[cH:79][cH:80][cH:81][cH:82][cH:83]2)([c:84]2[cH:85][cH:86][cH:87][cH:88][cH:89]2)[c:90]2[cH:91][cH:92][cH:93][cH:94][cH:95]2)[P:96]([c:97]2[cH:98][cH:99][cH:100][cH:101][cH:102]2)([c:103]2[cH:104][cH:105][cH:106][cH:107][cH:108]2)[c:109]2[cH:110][cH:111][cH:112][cH:113][cH:114]2)([c:115]2[cH:116][cH:117][cH:118][cH:119][cH:120]2)[c:121]2[cH:122][cH:123][cH:124][cH:125][cH:126]2)[cH:127][cH:128]1>>[c:2]1(-[c:26]2[cH:27][c:28]3[c:29]([n:30][c:31]([NH:33][C:34]([CH3:35])=[O:36])[s:32]3)[cH:37][cH:38]2)[cH:3][n:4][c:5]([S:7](=[O:8])(=[O:9])[c:10]2[cH:11][cH:12][c:13]([O:16][CH3:17])[cH:14][cH:15]2)[s:6]1. Product: COc1ccc(S(=O)(=O)c2ncc(-c3ccc4nc(NC(C)=O)sc4c3)s2)cc1. Starting materials: COc1ccc(S(=O)(=O)c2ncc(Br)s2)cc1, C1COCCO1, CC(=O)Nc1nc2ccc(B3OC(C)(C)C(C)(C)O3)cc2s1, [Na+], [Na+], O=C([O-])[O-], c1ccc(P(c2ccccc2)(c2ccccc2)[Pd](P(c2ccccc2)(c2ccccc2)c2ccccc2)(P(c2ccccc2)(c2ccccc2)c2ccccc2)P(c2ccccc2)(c2ccccc2)c2ccccc2)cc1. Starting materials: COc1cc(C=O)cc(OC)c1OC, CC(=O)OC(C)=O, CO, CCN(C(C)C)C(C)C, ClCCl, Cl, O=C(O)Cc1ccc(F)cc1. Product: COc1cc(C=C(C(=O)O)c2ccc(F)cc2)cc(OC)c1OC. As a reaction SMILES: [CH3:12][O:13][c:14]1[cH:15][c:16]([CH:17]=[O:18])[cH:19][c:20]([O:24][CH3:25])[c:21]1[O:22][CH3:23].[CH3:26][C:27]([O:28][C:29]([CH3:30])=[O:31])=[O:32].[CH3:46][OH:47].[CH:33]([N:34]([CH2:35][CH3:36])[CH:37]([CH3:38])[CH3:39])([CH3:40])[CH3:41].[Cl:43][CH2:44][Cl:45].[ClH:42].[F:1][c:2]1[cH:3][cH:4][c:5]([CH2:8][C:9](=[O:10])[OH:11])[cH:6][cH:7]1>>[F:1][c:2]1[cH:3][cH:4][c:5]([C:8]([C:9](=[O:10])[OH:11])=[CH:17][c:16]2[cH:15][c:14]([O:13][CH3:12])[c:21]([O:22][CH3:23])[c:20]([O:24][CH3:25])[cH:19]2)[cH:6][cH:7]1. The solvent is O1CCCC1 (tetrahydrofuran), C(C)(=O)O (acetic acid), O (water), O1CCCC1 (tetrahydrofuran). Procedure details: 1.1 g (25 mmol) of sodium hydride were added to a solution of 3.47 g (11.6 mmol) of 2-(2-(2-fluoro-4-nitrophenylamino)-phenyl)-2-imidazoline in 60 ml of absolute tetrahydrofuran, and the mixture was warmed to 50° C. until the evolution of hydrogen had ended. After the reaction mixture had been cooled to room temperature, 5.8 ml (60 mmol) of ethyl chloroformate in 10 ml of absolute tetrahydrofuran were added dropwise to it and it was warmed to 50° C. for 90 minutes. The reaction mixture was allow... The product is FC1=C(C=CC(=C1)[N+](=O)[O-])N1C(N2C(C=3C=CC=CC13)=NCC2)=O (6-(2-Fluoro-4-nitrophenyl)-2,3-dihydro-imidazo-[1,2-c]-quinazolin-5-one). The reactants are ClC(=O)OCC (ethyl chloroformate), [H-].[Na+] (sodium hydride), FC1=C(C=CC(=C1)[N+](=O)[O-])NC1=C(C=CC=C1)C=1NCCN1 (2-(2-(2-fluoro-4-nitrophenylamino)-phenyl)-2-imidazoline), [H][H] (hydrogen). RXN SMILES: [H-].[Na+].[F:3][C:4]1[CH:9]=[C:8]([N+:10]([O-:12])=[O:11])[CH:7]=[CH:6][C:5]=1[NH:13][C:14]1[CH:19]=[CH:18][CH:17]=[CH:16][C:15]=1[C:20]1[NH:21][CH2:22][CH2:23][N:24]=1.[H][H].Cl[C:28](OCC)=[O:29]>O1CCCC1.O.C(O)(=O)C>[F:3][C:4]1[CH:9]=[C:8]([N+:10]([O-:12])=[O:11])[CH:7]=[CH:6][C:5]=1[N:13]1[C:14]2[CH:19]=[CH:18][CH:17]=[CH:16][C:15]=2[C:20]2=[N:21][CH2:22][CH2:23][N:24]2[C:28]1=[O:29] |f:0.1|. Starting materials: C(C)C1C(CC(C(C(OC(C2CCCCN2C(C(C2(C(CC(C(C(CC(CC(=C1)C)C)OC)O2)OC)C)O)=O)=O)=O)C(=CC2CC(C(CC2)O[Si](C)(C)C(C)(C)C)OCC=C)C)C)O[Si](C)(C)C(C)(C)C)=O (17-ethyl-1-hydroxy-14-(tert-butyldimethylsiloxy)-12-[2'-(4"-(tert-butyldimethylsiloxy)-3"-allyloxycyclohexyl)-1'-methylvinyl]-23,25-dimethoxy-13,19,21,27-tetramethyl-11,28-dioxa-4-azatricyclo[22.3.1.04,9 ]octacos-18-ene-2,3,10,16-tetraone). The solvent is C(C)#N (acetonitrile), C(C)#N (acetonitrile), C(C)(=O)OCC (ethyl acetate). Run at time 4 hour. Product: C(C)C1C(CC(C(C(OC(C2CCCCN2C(C(C2(C(CC(C(C(CC(CC(=C1)C)C)OC)O2)OC)C)O)=O)=O)=O)C(=CC2CC(C(CC2)O)OCC=C)C)C)O[Si](C)(C)C(C)(C)C)=O (17-Ethyl-1-hydroxy-14-(tert-butyldimethylsiloxy)-12-[2'-(4"-hydroxy-3"-allyloxycyclohexyl)-1'-methylvinyl]-23,25-dimethoxy-13,19,21,27-tetramethyl-11,28-dioxa-4-azatricyclo[22.3.1.04,9 ]octacos-18-ene-2,3,10,16-tetraone). The yield is 56.1%. As a reaction SMILES: [CH2:1]([CH:3]1[CH:29]=[C:28]([CH3:30])[CH2:27][CH:26]([CH3:31])[CH2:25][CH:24]([O:32][CH3:33])[CH:23]2[O:34][C:19]([OH:38])([CH:20]([CH3:37])[CH2:21][CH:22]2[O:35][CH3:36])[C:18](=[O:39])[C:17](=[O:40])[N:16]2[CH:11]([CH2:12][CH2:13][CH2:14][CH2:15]2)[C:10](=[O:41])[O:9][CH:8]([C:42]([CH3:62])=[CH:43][CH:44]2[CH2:49][CH2:48][CH:47]([O:50][Si](C(C)(C)C)(C)C)[CH:46]([O:58][CH2:59][CH:60]=[CH2:61])[CH2:45]2)[CH:7]([CH3:63])[CH:6]([O:64][Si:65]([C:68]([CH3:71])([CH3:70])[CH3:69])([CH3:67])[CH3:66])[CH2:5][C:4]1=[O:72])[CH3:2]>C(#N)C.C(OCC)(=O)C>[CH2:1]([CH:3]1[CH:29]=[C:28]([CH3:30])[CH2:27][CH:26]([CH3:31])[CH2:25][CH:24]([O:32][CH3:33])[CH:23]2[O:34][C:19]([OH:38])([CH:20]([CH3:37])[CH2:21][CH:22]2[O:35][CH3:36])[C:18](=[O:39])[C:17](=[O:40])[N:16]2[CH:11]([CH2:12][CH2:13][CH2:14][CH2:15]2)[C:10](=[O:41])[O:9][CH:8]([C:42]([CH3:62])=[CH:43][CH:44]2[CH2:49][CH2:48][CH:47]([OH:50])[CH:46]([O:58][CH2:59][CH:60]=[CH2:61])[CH2:45]2)[CH:7]([CH3:63])[CH:6]([O:64][Si:65]([C:68]([CH3:69])([CH3:70])[CH3:71])([CH3:66])[CH3:67])[CH2:5][C:4]1=[O:72])[CH3:2]. Reported procedure: To a solution of 17-ethyl-1-hydroxy-14-(tert-butyldimethylsiloxy)-12-[2'-(4"-(tert-butyldimethylsiloxy)-3"-allyloxycyclohexyl)-1'-methylvinyl]-23,25-dimethoxy-13,19,21,27-tetramethyl-11,28-dioxa-4-azatricyclo[22.3.1.04,9 ]octacos-18-ene-2,3,10,16-tetraone (130 mg) in acetonitrile (4 ml) was added a solution of 2% HF in aqueous acetonitrile (200 μl), and the mixture stirred at room temperature. After 4 hours, the solution was diluted with ethyl acetate, extracted with saturated sodium bicarbonate... Starting materials: CSCCC(N)C(=O)O, [NH2-], N. The product is CSCCC(N)C(=O)[O-], [NH4+]. As a reaction SMILES: [CH3:1][S:2][CH2:3][CH2:4][CH:5]([NH2:6])[C:7]([OH:8])=[O:9].[NH2-:10].[NH3:11]>>[CH3:1][S:2][CH2:3][CH2:4][CH:5]([NH2:6])[C:7](=[O:8])[O-:9].[NH4+:10]. The solvent is C(Cl)Cl (DCM). RXN SMILES: [C@@H:1]12[N:8]([C:9]3[CH:18]=[N:17][C:16]4[C:11](=[CH:12][CH:13]=[CH:14][CH:15]=4)[N:10]=3)[CH2:7][C@@H:6]1[CH2:5][CH2:4][NH:3][CH2:2]2.CC1C=C(C)N=C(N2[C@@H]3[C@@H](CCNC3)C2)N=1.[F:35][C:36]1[CH:37]=[CH:38][C:39]([N:45]2[N:49]=[CH:48][CH:47]=[N:46]2)=[C:40]([CH:44]=1)[C:41](O)=[O:42].S1C=CC=C1C1C=CC=CC=1C(O)=O>C(Cl)Cl>[F:35][C:36]1[CH:37]=[CH:38][C:39]([N:45]2[N:49]=[CH:48][CH:47]=[N:46]2)=[C:40]([C:41]([N:3]2[CH2:4][CH2:5][C@@H:6]3[C@@H:1]([N:8]([C:9]4[CH:18]=[N:17][C:16]5[C:11](=[CH:12][CH:13]=[CH:14][CH:15]=5)[N:10]=4)[CH2:7]3)[CH2:2]2)=[O:42])[CH:44]=1. Procedure details: The title compound was prepared in a manner analogous to Example 1, substituting (1R,6S)-2-(3,8-Diaza-bicyclo[4.2.0]oct-8-yl)quinoxaline (Intermediate 3) for (1R,6S)8-(4,6-dimethyl-pyrimidin-2-yl)-3,8-diaza-bicyclo[4.2.0]octane and 5-fluoro-2-[1,2,3]triazol-2-yl-benzoic acid (Intermediate 13) for 2-thiophen-2-yl-benzoic acid. DCM was used in place of DMF. MS (ESI) mass calcd. For C23H20FN7O, 429.46; m/z found 430.1 [M+H]+. 1H NMR (CD3OD): 8.60-8.30 (m, 1H), 8.04-7.33 (m, 8H), 7.24-6.55 (m, 1H), ... Reactants: [C@@H]12CNCC[C@H]2CN1C1=NC2=CC=CC=C2N=C1 ((1R,6S)-2-(3,8-diaza-bicyclo[4.2.0]oct-8-yl)quinoxaline), FC=1C=CC(=C(C(=O)O)C1)N1N=CC=N1 (5-fluoro-2-[1,2,3]triazol-2-yl-benzoic acid), S1C(=CC=C1)C1=C(C(=O)O)C=CC=C1 (2-thiophen-2-yl-benzoic acid), CC1=NC(=NC(=C1)C)N1C[C@@H]2CCNC[C@H]12 ((1R,6S)8-(4,6-dimethyl-pyrimidin-2-yl)-3,8-diaza-bicyclo[4.2.0]octane), FC=1C=CC(=C(C(=O)O)C1)N1N=CC=N1 (5-fluoro-2-[1,2,3]triazol-2-yl-benzoic acid). The product is FC=1C=CC(=C(C1)C(=O)N1C[C@@H]2N(C[C@@H]2CC1)C1=NC2=CC=CC=C2N=C1)N1N=CC=N1 (2-[(1R,6S)-3-{[5-Fluoro-2-(2H-1,2,3-triazol-2-yl)phenyl]carbonyl}-3,8-diazabicyclo[4.2.0]oct-8-yl]quinoxaline). Reactants: BrC=1C=CC(=C(C1)C1C(C2CCC(C1=O)CC2)=O)CC (3-(5-bromo-2-ethylphenyl)bicyclo[3.2.2]nonane-2,4-dione), ClC1=CC=C(C=C1)B(O)O (4-chlorophenylboronic acid), [F-].[Cs+] (Cesium fluoride). Reagents/catalysts: C1=CC=C(C=C1)P([C-]2C=CC=C2)C3=CC=CC=C3.C1=CC=C(C=C1)P([C-]2C=CC=C2)C3=CC=CC=C3.Cl[Pd]Cl.[Fe+2] ([1,1′-bis(diphenylphosphino)ferrocene]dichloropalladium(II)). The solvent is C(OC)COC (dimethoxyethane). Reaction conditions: time 45 minute. The product is ClC1=CC=C(C=2C=CC(=C(C2)C2C(C3CCC(C2=O)CC3)=O)CC)C=C1 (3-(4′-chloro-4-ethylbiphen-3-yl)bicyclo[3.2.2]nonane-2,4-dione). As a reaction SMILES: Br[C:2]1[CH:3]=[CH:4][C:5]([CH2:19][CH3:20])=[C:6]([CH:8]2[C:14](=[O:15])[CH:13]3[CH2:16][CH2:17][CH:10]([CH2:11][CH2:12]3)[C:9]2=[O:18])[CH:7]=1.[Cl:21][C:22]1[CH:27]=[CH:26][C:25](B(O)O)=[CH:24][CH:23]=1.[F-].[Cs+]>C(COC)OC.C1C=CC(P(C2C=CC=CC=2)[C-]2C=CC=C2)=CC=1.C1C=CC(P(C2C=CC=CC=2)[C-]2C=CC=C2)=CC=1.Cl[Pd]Cl.[Fe+2]>[Cl:21][C:22]1[CH:27]=[CH:26][C:25]([C:2]2[CH:3]=[CH:4][C:5]([CH2:19][CH3:20])=[C:6]([CH:8]3[C:14](=[O:15])[CH:13]4[CH2:12][CH2:11][CH:10]([CH2:17][CH2:16]4)[C:9]3=[O:18])[CH:7]=2)=[CH:24][CH:23]=1 |f:2.3,5.6.7.8|. Procedure: A solution of 3-(5-bromo-2-ethylphenyl)bicyclo[3.2.2]nonane-2,4-dione (0.13 g, 0.39 mmol) and 4-chlorophenylboronic acid (0.087 g, 0.55 mmol) in anhydrous dimethoxyethane (5 ml) is stirred at room temperature under an atmosphere of nitrogen. The reaction mixture is then evacuated and flushed with nitrogen (degassing cycle repeated 4 times). Cesium fluoride (0.178 g, 1.17 mmol) is added, and the suspension is stirred at room temperature for 45 minutes. Next [1,1′-bis(diphenylphosphino)ferrocene]d...